From a dataset of the Open Reaction Database (ORD), a public repository of structured organic reaction records. describe an organic reaction: reactants, conditions, products, and yield The reactants are FC(C(=O)O)(F)F.COC(CCN(C(C1=CC(=CC(=C1)OCCNC1=CC=NC=C1)C)=O)C(C)C)=O (3-(isopropyl-{3-methyl-5-[2-(pyridin-4-ylamino)-ethoxy]-benzoyl}-amino)-propionic acid methyl ester trifluoroacetate), [OH-].[Na+] (sodium hydroxide), Cl (hydrochloric acid), resultant solution. Run in O1CCOCC1 (dioxan). Product: FC(C(=O)O)(F)F.C(C)(C)N(CCC(=O)O)C(C1=CC(=CC(=C1)OCCNC1=CC=NC=C1)C)=O (3-(Isopropyl-{3-methyl-5-[2-(pyridin-4-ylamino)-ethoxy]-benzoyl}-amino)-propionic acid trifluoroacetate). Yield: 89.5%. Reaction SMILES: [F:1][C:2]([F:7])([F:6])[C:3]([OH:5])=[O:4].C[O:9][C:10](=[O:36])[CH2:11][CH2:12][N:13]([CH:33]([CH3:35])[CH3:34])[C:14](=[O:32])[C:15]1[CH:20]=[C:19]([O:21][CH2:22][CH2:23][NH:24][C:25]2[CH:30]=[CH:29][N:28]=[CH:27][CH:26]=2)[CH:18]=[C:17]([CH3:31])[CH:16]=1.[OH-].[Na+].Cl>O1CCOCC1>[F:1][C:2]([F:7])([F:6])[C:3]([OH:5])=[O:4].[CH:33]([N:13]([C:14](=[O:32])[C:15]1[CH:20]=[C:19]([O:21][CH2:22][CH2:23][NH:24][C:25]2[CH:26]=[CH:27][N:28]=[CH:29][CH:30]=2)[CH:18]=[C:17]([CH3:31])[CH:16]=1)[CH2:12][CH2:11][C:10]([OH:36])=[O:9])([CH3:35])[CH3:34] |f:0.1,2.3,6.7|. Reported procedure: To a solution of 3-(isopropyl-{3-methyl-5-[2-(pyridin-4-ylamino)-ethoxy]-benzoyl}-amino)-propionic acid methyl ester trifluoroacetate (0.031 g) in dioxan (1 ml) was added 2M aqueous sodium hydroxide (0.078 ml), and the resultant solution was stirred at room temperature for 3 h. 1M Aqueous hydrochloric acid (ca 0.5 ml) was added and the resultant solution was concentrated under reduced pressure. Th residue was subjected to preparative hplc and the title compound (0.027 g) was obtained as a colour... Starting materials: N[C@@H](CCCCN)C(=O)O (L-lysine), [OH-].[Na+] (sodium hydroxide), C([O-])(O)=O.[Na+] (sodium bicarbonate), FC1=CC=C(C=C1)[N+](=O)[O-] (4-fluoronitrobenzene). The solvent is O (water), C(C)O (ethanol). Product: [N+](=O)([O-])C1=CC=C(C=C1)N[C@@H](CCCCNC1=CC=C(C=C1)[N+](=O)[O-])C(=O)O (Nα,Nε-di(4-Nitrophenyl)-L-lysine). Yield: 88.0%. As a reaction SMILES: [NH2:1][C@H:2]([C:8]([OH:10])=[O:9])[CH2:3][CH2:4][CH2:5][CH2:6][NH2:7].[OH-:11].[Na+].C(=O)(O)[O-].[Na+].F[C:19]1[CH:24]=[CH:23][C:22]([N+:25]([O-:27])=[O:26])=[CH:21][CH:20]=1>O.C(O)C>[N+:25]([C:22]1[CH:23]=[CH:24][C:19]([NH:1][C@H:2]([C:8]([OH:10])=[O:9])[CH2:3][CH2:4][CH2:5][CH2:6][NH:7][C:19]2[CH:24]=[CH:23][C:22]([N+:25]([O-:26])=[O:11])=[CH:21][CH:20]=2)=[CH:20][CH:21]=1)([O-:27])=[O:26] |f:1.2,3.4|. Procedure: 5 g (34.2 mmol) of L-lysine are dissolved in 100 ml of water in the presence of 1.4 g (1 eq) of sodium hydroxide and 8.6 g (3 eq) of sodium bicarbonate in a 250 ml three-necked flask equipped with a reflux condenser and a thermometer. A solution of 10.8 ml (3 eq) of 4-fluoronitrobenzene in 60 ml of ethanol is run into the mixture, which is brought to reflux (85°-90° C.) for 5 days. The cooled mixture is extracted with ethyl ether. The aqueous phase is acidified to pH˜3 with 5N hydrochloric acid.... Starting materials: COC(=O)c1c(F)cccc1Oc1nc(OC)cc(OC)n1, CCO, [Na+], [OH-], O. The product is COc1cc(OC)nc(Oc2cccc(F)c2C(=O)O)n1. As a reaction SMILES: [CH3:1][O:2][c:3]1[n:4][c:5]([O:11][c:12]2[c:13]([C:14](=[O:15])[O:16][CH3:17])[c:18]([F:22])[cH:19][cH:20][cH:21]2)[n:6][c:7]([O:9][CH3:10])[cH:8]1.[CH3:26][CH2:27][OH:28].[Na+:24].[OH-:23].[OH2:25]>>[CH3:1][O:2][c:3]1[n:4][c:5]([O:11][c:12]2[c:13]([C:14](=[O:15])[OH:16])[c:18]([F:22])[cH:19][cH:20][cH:21]2)[n:6][c:7]([O:9][CH3:10])[cH:8]1. The reactants are O=C1CCC1, CC1CN(C(=O)C2CCN(c3ccc(C#N)cc3)CC2)CC(C)N1, CC(=O)O[BH-](OC(C)=O)OC(C)=O, ClCCl, Cl, Cl, [Na+]. The product is CC1CN(C(=O)C2CCN(c3ccc(C#N)cc3)CC2)CC(C)N1C1CCC1, Cl. Reaction SMILES: [C:26]1(=[O:30])[CH2:27][CH2:28][CH2:29]1.[C:2](#[N:3])[c:4]1[cH:5][cH:6][c:7]([N:10]2[CH2:11][CH2:12][CH:13]([C:16](=[O:17])[N:18]3[CH2:19][CH:20]([CH3:25])[NH:21][CH:22]([CH3:24])[CH2:23]3)[CH2:14][CH2:15]2)[cH:8][cH:9]1.[C:31]([O:32][BH-:33]([O:34][C:35](=[O:36])[CH3:37])[O:38][C:39](=[O:40])[CH3:41])(=[O:42])[CH3:43].[Cl:46][CH2:47][Cl:48].[ClH:1].[ClH:45].[Na+:44]>>[C:2](#[N:3])[c:4]1[cH:5][cH:6][c:7]([N:10]2[CH2:11][CH2:12][CH:13]([C:16](=[O:17])[N:18]3[CH2:19][CH:20]([CH3:25])[N:21]([CH:26]4[CH2:27][CH2:28][CH2:29]4)[CH:22]([CH3:24])[CH2:23]3)[CH2:14][CH2:15]2)[cH:8][cH:9]1.[ClH:1]. The reactants are CC(C)C(NC=O)C(=O)C1CCC(O)(c2ccc(Cl)cc2)C(C)(C)C1, ClCCl, O=P(Cl)(Cl)Cl. Yields the product [C-]#[N+]C(C(=O)C1CCC(O)(c2ccc(Cl)cc2)C(C)(C)C1)C(C)C. RXN SMILES: [Cl:1][c:2]1[cH:3][cH:4][c:5]([C:8]2([OH:25])[C:9]([CH3:23])([CH3:24])[CH2:10][CH:11]([C:14]([CH:15]([CH:16]([CH3:17])[CH3:18])[NH:19][CH:20]=[O:21])=[O:22])[CH2:12][CH2:13]2)[cH:6][cH:7]1.[Cl:31][CH2:32][Cl:33].[P:26]([Cl:27])([Cl:28])([Cl:29])=[O:30]>>[Cl:1][c:2]1[cH:3][cH:4][c:5]([C:8]2([OH:25])[C:9]([CH3:23])([CH3:24])[CH2:10][CH:11]([C:14]([CH:15]([CH:16]([CH3:17])[CH3:18])[N+:19]#[C-:20])=[O:22])[CH2:12][CH2:13]2)[cH:6][cH:7]1. Reactants: [N+](=O)([O-])C=1C=NC(=NC1)N (5-nitro-pyrimidin-2-ylamine), BrC1=CC=C(C=C1)OC (4-bromo anisole), C([O-])([O-])=O.[Cs+].[Cs+] (cesium carbonate), C1(=CC=CC=C1)P(C1=CC=CC=2C(C3=CC=CC(=C3OC12)P(C1=CC=CC=C1)C1=CC=CC=C1)(C)C)C1=CC=CC=C1 (4,5-bis(diphenylphosphino)-9,9-dimethyl xanthene). The reagents and catalysts are [Pd].[Pd].C(C1=CC=CC=C1)=CC(=O)C=CC1=CC=CC=C1.C(C1=CC=CC=C1)=CC(=O)C=CC1=CC=CC=C1.C(C1=CC=CC=C1)=CC(=O)C=CC1=CC=CC=C1 (tris(dibenzylideneacetone) dipalladium). Product: EtOAc Hexanes, COC1=CC=C(C=C1)NC1=NC=C(C=N1)[N+](=O)[O-] ((4-Methoxy-phenyl)-(5-nitro-pyrimidin-2-yl)-amine). Reaction SMILES: [N+:1]([C:4]1[CH:5]=[N:6][C:7]([NH2:10])=[N:8][CH:9]=1)([O-:3])=[O:2].Br[C:12]1[CH:17]=[CH:16][C:15]([O:18][CH3:19])=[CH:14][CH:13]=1.C(=O)([O-])[O-].[Cs+].[Cs+].C1(P(C2C=CC=CC=2)C2C3OC4C(=CC=CC=4P(C4C=CC=CC=4)C4C=CC=CC=4)C(C)(C)C=3C=CC=2)C=CC=CC=1>[Pd].[Pd].C(=CC(C=CC1C=CC=CC=1)=O)C1C=CC=CC=1.C(=CC(C=CC1C=CC=CC=1)=O)C1C=CC=CC=1.C(=CC(C=CC1C=CC=CC=1)=O)C1C=CC=CC=1>[CH3:19][O:18][C:15]1[CH:16]=[CH:17][C:12]([NH:10][C:7]2[N:8]=[CH:9][C:4]([N+:1]([O-:3])=[O:2])=[CH:5][N:6]=2)=[CH:13][CH:14]=1 |f:2.3.4,6.7.8.9.10|. Reported procedure: In a dry 50 mL round bottom flask 5-nitro-pyrimidin-2-ylamine (1.16 g, 8.3 mmol, 1 equiv), 4-bromo anisole (1.3 mL, 10.4 mmol, 1.25 equiv), cesium carbonate (5.4 g, 16.6 mmol, 2 equiv), 4,5-bis(diphenylphosphino)-9,9-dimethyl xanthene (0.479 g, 0.83 mmol, 0.1 equiv) and tris(dibenzylideneacetone) dipalladium (0.304 g, 0.33 mmol, 0.04 equiv) were combined. Reactants were flushed with argon, diluted with dioxane (15 mL) and outfitted with reflux condenser. Reaction was heated to reflux for 18 hour...